This data is from the Open Reaction Database (ORD), a public repository of structured organic reaction records. The task is: describe an organic reaction: reactants, conditions, products, and yield Reactants: Cn1c(C(F)(F)F)cc(=O)n(-c2cc(C=O)c(Cl)cc2Cl)c1=O, CCOP(=O)(OCC)C(Cl)(Cl)Cl, [Li]CCCC. Product: CCOP(=O)(OCC)C(Cl)=Cc1cc(-n2c(=O)cc(C(F)(F)F)n(C)c2=O)c(Cl)cc1Cl. As a reaction SMILES: [Cl:18][c:19]1[c:20]([CH:21]=[O:22])[cH:23][c:24](-[n:28]2[c:29](=[O:40])[n:30]([CH3:39])[c:31]([C:35]([F:36])([F:37])[F:38])[cH:32][c:33]2=[O:34])[c:25]([Cl:27])[cH:26]1.[Cl:1][C:2]([P:3]([O:4][CH2:5][CH3:6])(=[O:7])[O:8][CH2:9][CH3:10])([Cl:11])[Cl:12].[Li:13][CH2:14][CH2:15][CH2:16][CH3:17]>>[C:2]([P:3]([O:4][CH2:5][CH3:6])(=[O:7])[O:8][CH2:9][CH3:10])([Cl:12])=[CH:21][c:20]1[c:19]([Cl:18])[cH:26][c:25]([Cl:27])[c:24](-[n:28]2[c:29](=[O:40])[n:30]([CH3:39])[c:31]([C:35]([F:36])([F:37])[F:38])[cH:32][c:33]2=[O:34])[cH:23]1. The reactants are C(C1=CC=CC=C1)(=O)OC1=C(C=CC(=C1)Br)OC (2-benzoyloxy-4-bromoanisole), [OH-].[Na+] (sodium hydroxide). The solvent is O (water), C(C)O (ethanol). The product is BrC=1C=CC(=C(C1)O)OC (5-bromo-2-methoxyphenol). Isolated yield 98.3%. Reaction SMILES: C([O:9][C:10]1[CH:15]=[C:14]([Br:16])[CH:13]=[CH:12][C:11]=1[O:17][CH3:18])(=O)C1C=CC=CC=1.[OH-].[Na+]>O.C(O)C>[Br:16][C:14]1[CH:13]=[CH:12][C:11]([O:17][CH3:18])=[C:10]([OH:9])[CH:15]=1 |f:1.2|. Procedure: A solution of 2-benzoyloxy-4-bromoanisole (5 g) and sodium hydroxide (3 g) in water (5 mL) and ethanol (50 mL) is heated at reflux for 1 hour 30 minutes. It is then evaporated and the residue is triturated with water (20 mL) and concentrated hydrochloric acid (10 mL) and extracted with dichloromethane (150 mL). The organic solution is washed with saturated aqueous sodium bicarbonate solution (3×25 mL), dried, and concentrated, to give 5-bromo-2-methoxyphenol (3.25 g), in the form of a white crys... Starting materials: BrC1=C2C=CCC2=CC=C1 (4-Bromo-1H-indene), C1(=C(C=CC=C1)B(O)O)C1=CC=CC=C1 ((biphenyl-2-yl)boronic acid), C([O-])([O-])=O.[K+].[K+] (potassium carbonate), O1CCOCC1 (1,4-dioxane). The reagents and catalysts are C1=CC=C(C=C1)P(C2=CC=CC=C2)C3=CC=CC=C3.C1=CC=C(C=C1)P(C2=CC=CC=C2)C3=CC=CC=C3.Cl[Pd]Cl (bis(triphenylphosphine)palladium(II)dichloride). Solvent: O (water), O (water). Run at temperature 80 celsius. The product is C1(=C(C=CC=C1)C1=C2C=CCC2=CC=C1)C1=CC=CC=C1 (4-([1,1′-Biphenyl]-2-yl)-1H-indene). The yield is 90.9%. Reaction SMILES: Br[C:2]1[CH:10]=[CH:9][CH:8]=[C:7]2[C:3]=1[CH:4]=[CH:5][CH2:6]2.[C:11]1([C:20]2[CH:25]=[CH:24][CH:23]=[CH:22][CH:21]=2)[CH:16]=[CH:15][CH:14]=[CH:13][C:12]=1B(O)O.C(=O)([O-])[O-].[K+].[K+].O1CCOCC1>C1C=CC(P(C2C=CC=CC=2)C2C=CC=CC=2)=CC=1.C1C=CC(P(C2C=CC=CC=2)C2C=CC=CC=2)=CC=1.Cl[Pd]Cl.O>[C:11]1([C:20]2[CH:21]=[CH:22][CH:23]=[CH:24][CH:25]=2)[CH:16]=[CH:15][CH:14]=[CH:13][C:12]=1[C:2]1[CH:10]=[CH:9][CH:8]=[C:7]2[C:3]=1[CH:4]=[CH:5][CH2:6]2 |f:2.3.4,6.7.8|. Procedure: A mixture of compound 4 (40 g, 205 mmol, 1 equiv), (biphenyl-2-yl)boronic acid (81.2 g, 410 mmol, 2 equiv), powdered potassium carbonate (85 g, 615 mmol, 3 equiv), and bis(triphenylphosphine)palladium(II)dichloride (7.2 g, 10.3 mmol, 0.05 equiv), 1,4-dioxane (300 mL) and water (150 mL) was heated overnight at 80° C. The reaction was poured into 500 mL of water and extracted with ethyl acetate (3×400 mL). The combined organic layers were washed with saturated brine (300 mL), dried over sodium sul... Reactants: C(C1=CC=CC=C1)OC1=C(C=C(CN2C=NC(=C2CC#N)Cl)C=C1)C (1-(4-Benzyloxy-3-methylbenzyl)-4-chloro-5-cyanomethylimidazole). Solvent: FC(C(=O)O)(F)F (trifluoroacetic acid). The product is ClC=1N=C(N(C1CC#N)CC1=CC(=C(C=C1)O)C)C1=CC=CC=C1 (4-chloro-5-cyanomethyl-1-(4-hydroxy-3-methylbenzyl)-2-phenylimidazole). Isolated yield 77.1%. RXN SMILES: C([O:8][C:9]1[CH:24]=[CH:23][C:12]([CH2:13][N:14]2[C:18]([CH2:19][C:20]#[N:21])=[C:17]([Cl:22])[N:16]=[CH:15]2)=[CH:11][C:10]=1[CH3:25])C1C=CC=CC=1>FC(F)(F)C(O)=O>[Cl:22][C:17]1[N:16]=[C:15]([C:9]2[CH:24]=[CH:23][CH:12]=[CH:11][CH:10]=2)[N:14]([CH2:13][C:12]2[CH:23]=[CH:24][C:9]([OH:8])=[C:10]([CH3:25])[CH:11]=2)[C:18]=1[CH2:19][C:20]#[N:21]. Procedure details: 1-(4-Benzyloxy-3-methylbenzyl)-4-chloro-5-cyanomethylimidazole (10 g) was boiled in 100 ml of trifluoroacetic acid for 15 minutes. The reaction mixture was then evaporated to dryness and the residue was chromatographed on a column of silica gel (100 g) using chloroform as an eluent. The desired fractions were combined and concentrated to about 20 ml to give 3.7 g of 4-chloro-5-cyanomethyl-1-(4-hydroxy-3-methylbenzyl)-2-phenylimidazole as colorless prisms, m.p. 194°-196° C. The reactants are C(C1=CC=CC=C1)ON1C(NCC1)=NC1=C(C=CC=C1Cl)Cl (1-benzyloxy-2-[(2,6-dichlorophenyl)-imino]imidazolidine), Cl (hydrochloric acid), [H][H] (hydrogen). Reagents/catalysts: [Pd] (palladium-on-charcoal). Solvent: C(C)O (ethanol). Product: ClC1=C(C(=CC=C1)Cl)N=C1N(CCN1)O (2-[(2,6-dichlorophenyl)imino]-1-hydroxyimidazolidine). RXN SMILES: C([O:8][N:9]1[CH2:13][CH2:12][NH:11][C:10]1=[N:14][C:15]1[C:20]([Cl:21])=[CH:19][CH:18]=[CH:17][C:16]=1[Cl:22])C1C=CC=CC=1.Cl.[H][H]>[Pd].C(O)C>[Cl:21][C:20]1[CH:19]=[CH:18][CH:17]=[C:16]([Cl:22])[C:15]=1[N:14]=[C:10]1[NH:11][CH2:12][CH2:13][N:9]1[OH:8]. Procedure details: 0.34 g. of 1-benzyloxy-2-[(2,6-dichlorophenyl)-imino]imidazolidine is hydrogenated under normal pressure in 5 ml. of ethanol and 2 ml. of 1 N hydrochloric acid in the presence of 0.05 g. of palladium-on-charcoal (5%). After the uptake of hydrogen has ended, the catalyst is filtered off and the solution is evaporated. The residue is dissolved in water and the solution is adjusted to pH 10 with caustic soda solution and extracted, first with methylene chloride and then with ethyl acetate. The orga...